This data is from the Open Reaction Database (ORD), a public repository of structured organic reaction records. The task is: describe an organic reaction: reactants, conditions, products, and yield The reactants are O=[N+]([O-])c1ccc(O)c(Cl)c1, [Na+], [OH-]. The product is O=[N+]([O-])c1ccc(O)c(O)c1. As a reaction SMILES: [Cl:1][c:2]1[c:3]([OH:11])[cH:4][cH:5][c:6]([N+:8](=[O:9])[O-:10])[cH:7]1.[Na+:13].[OH-:12]>>[c:2]1([OH:12])[c:3]([OH:11])[cH:4][cH:5][c:6]([N+:8](=[O:9])[O-:10])[cH:7]1. The reactants are CN(Cc1noc(C(CCCC2CCCCC2)CC(=O)OC(C)(C)C)n1)S(C)(=O)=O, Cl, C1COCCO1. The product is CN(Cc1noc(C(CCCC2CCCCC2)CC(=O)O)n1)S(C)(=O)=O. Reaction SMILES: [C:1]([CH3:2])([CH3:3])([CH3:4])[O:5][C:6]([CH2:7][CH:8]([CH2:9][CH2:10][CH2:11][CH:12]1[CH2:13][CH2:14][CH2:15][CH2:16][CH2:17]1)[c:18]1[n:19][c:20]([CH2:23][N:24]([S:25](=[O:26])(=[O:27])[CH3:28])[CH3:29])[n:21][o:22]1)=[O:30].[ClH:31].[O:32]1[CH2:33][CH2:34][O:35][CH2:36][CH2:37]1>>[O:5]=[C:6]([CH2:7][CH:8]([CH2:9][CH2:10][CH2:11][CH:12]1[CH2:13][CH2:14][CH2:15][CH2:16][CH2:17]1)[c:18]1[n:19][c:20]([CH2:23][N:24]([S:25](=[O:26])(=[O:27])[CH3:28])[CH3:29])[n:21][o:22]1)[OH:30]. The reactants are [OH-].[Na+] (sodium hydroxide), ONC(C1=CC=C(C=C1)OCCN1C2=C(OC3=C(C1=O)C=CC=N3)C=CC=C2)=O (N-hydroxy-4-(2-(5-oxobenzo[b]pyrido[3,2-f][1,4]oxazepin-6(5H)-yl)ethoxy)benzamide), O (water). The solvent is CN(C)C=O (DMF). Run at temperature 130 celsius, time 5 hour. Product: N1=CC=CC=2C(NC3=C(OC21)C=CC=C3)=O (benzo[b]pyrido[3,2-f][1,4]oxazepin-5(6H)-one). The yield is 57.6%. RXN SMILES: ONC(=O)C1C=CC(OCC[N:13]2[C:19](=[O:20])[C:18]3[CH:21]=[CH:22][CH:23]=[N:24][C:17]=3[O:16][C:15]3[CH:25]=[CH:26][CH:27]=[CH:28][C:14]2=3)=CC=1.[OH-].[Na+].O>CN(C=O)C>[N:24]1[C:17]2[O:16][C:15]3[CH:25]=[CH:26][CH:27]=[CH:28][C:14]=3[NH:13][C:19](=[O:20])[C:18]=2[CH:21]=[CH:22][CH:23]=1 |f:1.2|. Reported procedure: Title compound 430 (3.65 g, 14.7 mmol) was dissolved in DMF (25.0 mL) and sodium hydroxide powder (0.706 g, 17.7 mmol) was added. The reaction mixture was stirred at 130° C. for 5 hours. The mixture was cooled down to room temperature and ice cooled water was added. The precipitate was filtered. The solid was triturated in ethanol to afford title compound 431 (1.798 g, 58%) as a white solid. 1H NMR (DMSO-d6) δ (ppm): 10.75 (s, 1H), 8.50 (dd, J=4.8, 2.1 Hz, 1H), 8.27 (dd, J=7.6, 2.0 Hz, 1H), 7.46... Reactants: NNC(=O)C1CCN(C(=O)c2ccccc2)CC1, CC(=O)O, O=C1Nc2ccc(I)cc2C1=O. Product: O=C1Nc2ccc(I)cc2C1=NNC(=O)C1CCN(C(=O)c2ccccc2)CC1. As a reaction SMILES: [C:13]([c:14]1[cH:15][cH:16][cH:17][cH:18][cH:19]1)(=[O:20])[N:21]1[CH2:22][CH2:23][CH:24]([C:27](=[O:28])[NH:29][NH2:30])[CH2:25][CH2:26]1.[CH3:31][C:32](=[O:33])[OH:34].[I:1][c:2]1[cH:3][c:4]2[c:8]([cH:9][cH:10]1)[NH:7][C:6](=[O:11])[C:5]2=[O:12]>>[I:1][c:2]1[cH:3][c:4]2[c:8]([cH:9][cH:10]1)[NH:7][C:6](=[O:11])[C:5]2=[N:30][NH:29][C:27]([CH:24]1[CH2:23][CH2:22][N:21]([C:13]([c:14]2[cH:15][cH:16][cH:17][cH:18][cH:19]2)=[O:20])[CH2:26][CH2:25]1)=[O:28]. The reactants are C1=CC=CC=2C(C3=C(CCC21)C=CC=C3)CN (10,11-dihydro-5H-dibenzo[a,d]cycloheptene- 5-methylamine), ClCCCCC(=O)Cl (5-chlorovaleric acid chloride), C([O-])([O-])=O.[Na+].[Na+] (sodium carbonate). The solvent is C1=CC=CC=C1 (benzene), O (water). Product: C1=CC=CC=2C(C3=C(CCC21)C=CC=C3)CNC(CCCO)=O (N-[(10,11-dihydro-5H-dibenzo[a,d]cyclohepten-5-yl)methyl]-4-hydroxy-butyramide). As a reaction SMILES: [CH:1]1[C:11]2[CH2:10][CH2:9][C:8]3[CH:12]=[CH:13][CH:14]=[CH:15][C:7]=3[CH:6]([CH2:16][NH2:17])[C:5]=2[CH:4]=[CH:3][CH:2]=1.ClC[CH2:20][CH2:21][CH2:22][C:23](Cl)=[O:24].C(=O)([O-])[O-:27].[Na+].[Na+]>C1C=CC=CC=1.O>[CH:1]1[C:11]2[CH2:10][CH2:9][C:8]3[CH:12]=[CH:13][CH:14]=[CH:15][C:7]=3[CH:6]([CH2:16][NH:17][C:20](=[O:27])[CH2:21][CH2:22][CH2:23][OH:24])[C:5]=2[CH:4]=[CH:3][CH:2]=1 |f:2.3.4|. Reported procedure: A mixture of 10,11-dihydro-5H-dibenzo[a,d]cycloheptene- 5-methylamine (20.0 g), 5-chlorovaleric acid chloride (19.2 g) and sodium carbonate (35.0 g) in 250 ml of benzene is stirred and subjected to reflux for 16 hours. The reaction mixture is diluted with water. The benzene layer is separated and washed with water, dried and evaporated to dryness. The residue is crystallized from benzene-hexane to afford the haloamide N-[(10,11-dihydro-5H-dibenzo[a,d]cyclohepten-5-yl)methyl]-5- chlorovaleramide ... Reactants: C(#N)C=1C2=C(SC1C(=O)OCC)C=CC=C2C (3-cyano-2-ethoxycarbonyl-4-methylbenzo[b]thiophene), [OH-].[Na+] (sodium hydroxide). Solvent: CO (methanol), C1CCOC1 (THF), O (water). Conditions: time 2 hour. Product: C(#N)C=1C2=C(SC1C(=O)O)C=CC=C2C (3-cyano-2-carboxy-4-methylbenzo[b]thiophene). RXN SMILES: [C:1]([C:3]1[C:4]2[C:16]([CH3:17])=[CH:15][CH:14]=[CH:13][C:5]=2[S:6][C:7]=1[C:8]([O:10]CC)=[O:9])#[N:2].[OH-].[Na+]>CO.C1COCC1.O>[C:1]([C:3]1[C:4]2[C:16]([CH3:17])=[CH:15][CH:14]=[CH:13][C:5]=2[S:6][C:7]=1[C:8]([OH:10])=[O:9])#[N:2] |f:1.2|. Procedure details: 15.59 g (63.6 mmol) of the 3-cyano-2-ethoxycarbonyl-4-methylbenzo[b]thiophene obtained in Step 3 were dissolved in a mixture of methanol (150 ml), THF (150 ml) and water (150 ml) followed by the addition of 30 ml of 5 M aqueous sodium hydroxide solution and stirring for 2 hours at room temperature. After concentrating the solvent under reduced pressure, the pH was lowered to 4 by addition of 1 M hydrochloric acid and, after extracting with ethyl acetate and washing the organic phase with water, ... Reactants: NC1=C(C(=O)OC)C=C(C=C1)F (Methyl 2-amino-5-fluorobenzoate), IN1C(CCC1=O)=O (N-Iodo succinimide). Solvent: C(C)(=O)O (acetic acid). Product: NC1=C(C(=O)OC)C=C(C=C1I)F (methyl 2-amino-5-fluoro-3-iodobenzoate), solid. The yield is 96.0%. As a reaction SMILES: [NH2:1][C:2]1[CH:11]=[CH:10][C:9]([F:12])=[CH:8][C:3]=1[C:4]([O:6][CH3:7])=[O:5].[I:13]N1C(=O)CCC1=O>C(O)(=O)C>[NH2:1][C:2]1[C:11]([I:13])=[CH:10][C:9]([F:12])=[CH:8][C:3]=1[C:4]([O:6][CH3:7])=[O:5]. Reported procedure: Methyl 2-amino-5-fluorobenzoate (1.0 eq, 8.47 g, 0.051 mol) was reacted with N-Iodo succinimide (1.03 eq, 11.6 g, 0.0515 mol) in acetic acid (100 ml) at room temperature for 20 minutes. The solvent was removed in vacuo. A K2CO3 aqueous solution was added and the compound extracted with ethylacetate. The organic layer was washed with 1M sodium thiosulfate, water and then brine. After drying over Na2SO4, and evaporation of the solvent, methyl 2-amino-5-fluoro-3-iodobenzoate was isolated as a purpl...